From a dataset of the Open Reaction Database (ORD), a public repository of structured organic reaction records. describe an organic reaction: reactants, conditions, products, and yield Reactants: ClC=1C(=NC2=CC(=C(C=C2N1)C(=O)OC)C)NN (methyl 3-chloro-2-hydrazino-7-methylquinoxaline-6-carboxylate), C(C)(=O)O (acetic acid), S1CCC(CC1)CC=O (tetrahydro-2H-thiopyran-4-ylacetaldehyde), O (water). Run in C(Cl)(Cl)Cl (chloroform). Run at time 2 hour. Product: ClC=1C=2N(C3=CC(=C(C=C3N1)C(=O)OC)C)C(=NN2)CC2CCSCC2 (methyl 4-chloro-8-methyl-1-(tetrahydro-2H-thiopyran-4-ylmethyl)[1,2,4]triazolo[4,3-a]quinoxaline-7-carboxylate). The yield is 29.2%. Reaction SMILES: [Cl:1][C:2]1[C:3]([NH:17][NH2:18])=[N:4][C:5]2[C:10]([N:11]=1)=[CH:9][C:8]([C:12]([O:14][CH3:15])=[O:13])=[C:7]([CH3:16])[CH:6]=2.C(O)(=O)C.[S:23]1[CH2:28][CH2:27][CH:26]([CH2:29][CH:30]=O)[CH2:25][CH2:24]1.O>C(Cl)(Cl)Cl>[Cl:1][C:2]1[C:3]2[N:4]([C:30]([CH2:29][CH:26]3[CH2:27][CH2:28][S:23][CH2:24][CH2:25]3)=[N:18][N:17]=2)[C:5]2[C:10]([N:11]=1)=[CH:9][C:8]([C:12]([O:14][CH3:15])=[O:13])=[C:7]([CH3:16])[CH:6]=2. Reported procedure: To a mixed liquid of 1.40 g of methyl 3-chloro-2-hydrazino-7-methylquinoxaline-6-carboxylate and 28.0 mL of acetic acid was added 820 mg of tetrahydro-2H-thiopyran-4-ylacetaldehyde, followed by stirring at room temperature for 2 hours. The solvent was evaporated under reduced pressure, and to the residue was added 28.0 mL of N,N-dimethylformamide, followed by replacement with argon. Then, a mixed liquid of 706 mg of copper(II) chloride and 28.0 mL of N,N-dimethylformamide was added thereto, foll... Reactants: ClC1=NC=C(C(=C1)NC(C)C)C=1OC(=NN1)CCl (2-chloro-5-(5-(chloromethyl)-1,3,4-oxadiazol-2-yl)-N-isopropylpyridin-4-amine), N1CCOCC1 (morpholine), [I-].[K+] (potassium iodide). Procedure: 2-chloro-5-(5-(chloromethyl)-1,3,4-oxadiazol-2-yl)-N-isopropylpyridin-4-amine (46) (60 mg, 0.2 mmol) was taken in a rbf, added morpholine (4 mL) to the rbf followed by the addition of potassium iodide (0.2 mmol), stirred the reaction mixture overnight at room temperature. The reaction mixture was concentrated under reduced pressure to remove excess of morpholine. The crude material obtained was taken to next step as such, without purification. LC/MS: Purospher@star RP-18, 4×55 mm, 3 μm; Solvent ... Run at time 8 hour. The product is ClC1=NC=C(C(=C1)NC(C)C)C=1OC(=NN1)CN1CCOCC1 (2-chloro-N-isopropyl-5-(5-(morpholinomethyl)-1,3,4-oxadiazol-2-yl)pyridin-4-amine). Reaction SMILES: [Cl:1][C:2]1[CH:7]=[C:6]([NH:8][CH:9]([CH3:11])[CH3:10])[C:5]([C:12]2[O:13][C:14]([CH2:17]Cl)=[N:15][N:16]=2)=[CH:4][N:3]=1.[NH:19]1[CH2:24][CH2:23][O:22][CH2:21][CH2:20]1.[I-].[K+]>>[Cl:1][C:2]1[CH:7]=[C:6]([NH:8][CH:9]([CH3:11])[CH3:10])[C:5]([C:12]2[O:13][C:14]([CH2:17][N:19]3[CH2:24][CH2:23][O:22][CH2:21][CH2:20]3)=[N:15][N:16]=2)=[CH:4][N:3]=1 |f:2.3|. Reactants: C(C)(C)(C)OC(=O)N1CCN(CC1)C1=C(C=C(C=C1)Cl)Cl (4-(2,4-dichlorophenyl)piperazine-1-carboxylic acid tert-butyl ester), C1(CCCCC1)P(C1=C(C=CC=C1)C1=C(C=CC=C1OC)OC)C1CCCCC1 (2-dicyclohexylphosphino-2′,6′-dimethoxybiphenyl), P(=O)([O-])([O-])[O-].[K+].[K+].[K+] (tripotassium phosphate), C1(CC1)B(O)O (cyclopropylboronic acid). The reagents and catalysts are C(C)(=O)[O-].[Pd+2].C(C)(=O)[O-] (palladium acetate). Run in O1CCCC1 (tetrahydrofuran). Product: C(C)(C)(C)OC(=O)N1CCN(CC1)C1=C(C=C(C=C1)C1CC1)C1CC1 (4-(2,4-dicyclopropylphenyl)piperazine-1-carboxylic acid tert-butyl ester). Isolated yield 489.0%. RXN SMILES: [C:1]([O:5][C:6]([N:8]1[CH2:13][CH2:12][N:11]([C:14]2[CH:19]=[CH:18][C:17](Cl)=[CH:16][C:15]=2Cl)[CH2:10][CH2:9]1)=[O:7])([CH3:4])([CH3:3])[CH3:2].C1(P(C2CCCCC2)C2C=CC=C[C:30]=2[C:35]2[C:40](OC)=CC=CC=2OC)CCCCC1.P([O-])([O-])([O-])=O.[K+].[K+].[K+].[CH:59]1(B(O)O)[CH2:61][CH2:60]1>O1CCCC1.C([O-])(=O)C.[Pd+2].C([O-])(=O)C>[C:1]([O:5][C:6]([N:8]1[CH2:13][CH2:12][N:11]([C:14]2[CH:19]=[CH:18][C:17]([CH:59]3[CH2:61][CH2:60]3)=[CH:16][C:15]=2[CH:40]2[CH2:30][CH2:35]2)[CH2:10][CH2:9]1)=[O:7])([CH3:4])([CH3:3])[CH3:2] |f:2.3.4.5,8.9.10|. Procedure: A mixture of 1-(2,4-dichlorophenyl)piperazine (3 g), di-tert-butyl dicarbonate (3.23 g), triethylamine (5.5 mL) and methanol (30 mL) was stirred at room temperature for 5 hr. Water and ethyl acetate were added for partitioning, the organic layer was washed with saturated brine, and the solvent was evaporated. The residue was purified by column chromatography (hexane:ethyl acetate) to give 4-(2,4-dichlorophenyl)piperazine-1-carboxylic acid tert-butyl ester (3.3 g). To a solution of 4-(2,4-dichlor... The reactants are CCOC(=O)C(C)(C)Br, CN(C)C=O, [H-], [Na+], N#Cc1ccc(O)cc1. Yields the product CCOC(=O)C(C)(C)Oc1ccc(C#N)cc1. Reaction SMILES: [Br:12][C:13]([C:14](=[O:15])[O:16][CH2:17][CH3:18])([CH3:19])[CH3:20].[CH3:21][N:22]([CH3:23])[CH:24]=[O:25].[H-:10].[Na+:11].[OH:1][c:2]1[cH:3][cH:4][c:5]([C:8]#[N:9])[cH:6][cH:7]1>>[O:1]([c:2]1[cH:3][cH:4][c:5]([C:8]#[N:9])[cH:6][cH:7]1)[C:13]([C:14](=[O:15])[O:16][CH2:17][CH3:18])([CH3:19])[CH3:20]. The reactants are ClC1=NNC2=CC=C(C=C12)[N+](=O)[O-] (3-chloro-5-nitro-1H-indazole), O.O.[Sn](Cl)Cl (tin(II) chloride dihydrate), C([O-])(O)=O.[Na+] (sodium bicarbonate). The solvent is C(C)O (ethanol). The product is NC=1C=C2C(=NNC2=CC1)Cl (5-Amino-3-chloro-1H-indazole). RXN SMILES: [Cl:1][C:2]1[C:10]2[C:5](=[CH:6][CH:7]=[C:8]([N+:11]([O-])=O)[CH:9]=2)[NH:4][N:3]=1.O.O.[Sn](Cl)Cl.C(=O)(O)[O-].[Na+]>C(O)C>[NH2:11][C:8]1[CH:9]=[C:10]2[C:5](=[CH:6][CH:7]=1)[NH:4][N:3]=[C:2]2[Cl:1] |f:1.2.3,4.5|. Procedure: 1.00 g (5.06 mmol) of 3-chloro-5-nitro-1H-indazole was suspended in 50 ml of ethanol, and 5.71 g (25.3 mmol) of tin(II) chloride dihydrate were added. The mixture was left to stir at reflux overnight, saturated aqueous sodium bicarbonate solution was then added and the mixture was extracted three times with ethyl acetate. The combined organic phases were dried over magnesium sulphate and the solvent was removed under reduced pressure. The mixture was triturated with tert-butyl methyl ether and t...